From a dataset of the Open Reaction Database (ORD), a public repository of structured organic reaction records. describe an organic reaction: reactants, conditions, products, and yield The reactants are Cc1cc([N+](=O)[O-])ccc1N=C1NC2(CCCC2)CS1, BrC1CCCC1, Cl, [Na+], CN(C)C=O, [OH-], O. Product: Cc1cc([N+](=O)[O-])ccc1N=C1SCC2(CCCC2)N1C1CCCC1. RXN SMILES: [CH3:1][c:2]1[c:3]([N:11]=[C:12]2[NH:13][C:14]3([CH2:15][S:16]2)[CH2:17][CH2:18][CH2:19][CH2:20]3)[cH:4][cH:5][c:6]([N+:8](=[O:9])[O-:10])[cH:7]1.[CH:23]1([Br:28])[CH2:24][CH2:25][CH2:26][CH2:27]1.[ClH:29].[Na+:22].[O:30]=[CH:31][N:32]([CH3:33])[CH3:34].[OH-:21].[OH2:35]>>[CH3:1][c:2]1[c:3]([N:11]=[C:12]2[N:13]([CH:23]3[CH2:24][CH2:25][CH2:26][CH2:27]3)[C:14]3([CH2:15][S:16]2)[CH2:17][CH2:18][CH2:19][CH2:20]3)[cH:4][cH:5][c:6]([N+:8](=[O:9])[O-:10])[cH:7]1. The reactants are triethyl phosphonoacetate, C1CCOC1 (THF), N#N (N2), [H-].[Na+] (NaH), FC1(CN(CCC1=O)C(=O)OC(C)(C)C)F (tert-butyl 3,3-difluoro-4-oxopiperidine-1-carboxylate), O (Water), C1CCOC1 (THF). Run at temperature 0 celsius, time 30 minute. Product: C(C)OC(C=C1C(CN(CC1)C(=O)OC(C)(C)C)(F)F)=O (tert-Butyl 4-(2-ethoxy-2-oxoethylidene)-3,3-difluoropiperidine-1-carboxylate). Reaction SMILES: N#N.[H-].[Na+].[F:5][C:6]1([F:20])[C:11](=O)[CH2:10][CH2:9][N:8]([C:13]([O:15][C:16]([CH3:19])([CH3:18])[CH3:17])=[O:14])[CH2:7]1.[OH2:21].[CH2:22]1[CH2:26][O:25][CH2:24][CH2:23]1>>[CH2:24]([O:25][C:26](=[O:21])[CH:22]=[C:11]1[CH2:10][CH2:9][N:8]([C:13]([O:15][C:16]([CH3:19])([CH3:18])[CH3:17])=[O:14])[CH2:7][C:6]1([F:20])[F:5])[CH3:23] |f:1.2|. Reported procedure: In a flame dried round-bottomed flask equipped with a magnetic stir bar and under inert atmosphere (N2), to NaH (45 mg, 1.12 mmol, 60% dispersion in oil washed with heptane) was added a solution of triethyl phosphonoacetate (262 mg, 1.17 mmol) in dry THF (10 mL) at 0° C. The reaction mixture was stirred at 0° C. for 30 min. Molecular sieves were then added followed by a solution of tert-butyl 3,3-difluoro-4-oxopiperidine-1-carboxylate (220 mg, 0.93 mmol) in THF (5 mL). The reaction mixture was s... Starting materials: C(C)C1OC(C=CC1=O)OC (2-ethyl-6-methoxy-3-oxo-3,6-dihydro-2H-pyran), aqueous solution, OO (hydrogen peroxide). Run in CO (methanol). Product: COC1C2C(C(C(O1)CC)=O)O2 (6-methoxy-4,5-epoxy-3-oxo-2-ethyltetrahydropyran). Isolated yield 86.3%. Reaction SMILES: [CH2:1]([CH:3]1[C:8](=[O:9])[CH:7]=[CH:6][CH:5]([O:10][CH3:11])[O:4]1)[CH3:2].[OH:12]O>CO>[CH3:11][O:10][CH:5]1[O:4][CH:3]([CH2:1][CH3:2])[C:8](=[O:9])[CH:7]2[O:12][CH:6]12. Procedure: A 15.6 g quantity of 2-ethyl-6-methoxy-3-oxo-3,6-dihydro-2H-pyran, 15 g of 30% aqueous solution of hydrogen peroxide and 100 ml of methanol are cooled to a temperature of about 10° C with full stirring. The same procedure as in Example 6 is thereafter followed to obtain a concentrate, which is then distilled at a reduced pressure of 3 mm Hg to give 14.8 g of 6-methoxy-4,5-epoxy-3-oxo-2-ethyltetrahydropyran as a colorless liquid fraction at 83° to 88° C in a yield of 86.3%. Starting materials: ClC1=CC=NC2=C(C=CC=C12)NS(=O)(=O)C1=CC=CC=C1 (N-(4-chloro-quinolin-8-yl)-benzenesulfonamide), C(C)NCC (diethyl amine), CCN(C(C)C)C(C)C (DIPEA). Run in C(CCC)O (n-butanol). Product: C(C)N(C1=CC=NC2=C(C=CC=C12)NS(=O)(=O)C1=CC=CC=C1)CC (N-(4-Diethylamino-quinolin-8-yl)-benzenesulfonamide). Isolated yield 26.4%. Reaction SMILES: Cl[C:2]1[C:11]2[C:6](=[C:7]([NH:12][S:13]([C:16]3[CH:21]=[CH:20][CH:19]=[CH:18][CH:17]=3)(=[O:15])=[O:14])[CH:8]=[CH:9][CH:10]=2)[N:5]=[CH:4][CH:3]=1.[CH2:22]([NH:24][CH2:25][CH3:26])[CH3:23].CCN(C(C)C)C(C)C>C(O)CCC>[CH2:22]([N:24]([CH2:25][CH3:26])[C:2]1[C:11]2[C:6](=[C:7]([NH:12][S:13]([C:16]3[CH:21]=[CH:20][CH:19]=[CH:18][CH:17]=3)(=[O:15])=[O:14])[CH:8]=[CH:9][CH:10]=2)[N:5]=[CH:4][CH:3]=1)[CH3:23]. Procedure: In a similar fashion using route 48 general procedure 114, N-(4-chloro-quinolin-8-yl)-benzenesulfonamide 224 (100 mg, 0.32 mmol), diethyl amine (0.097 ml, 0.94 mmol), DIPEA (0.11 ml, 0.63 mmol) and n-butanol (1 ml) gave the title compound (30 mg, 27%) after purification by column chromatography with chloroform/MeOH (1 drop NH3) (97:3) as the eluent. Starting materials: CC(COCC1CO1)C (1-(2-Methylpropoxy)-2,3-epoxypropane), N1CCCC1 (pyrrolidine), CC(COCC(CN1CCCC1)O)C (3-(2-methylpropoxy)-1-pyrrolidinopropan-2-ol). Solvent: C(C)O (ethanol), C(C)O (ethanol). Conditions: time 1 hour. Product: COC(COCC(CN1CCCC1)O)C (3-(2-methoxypropoxy)-1-pyrrolidinopropan-2-ol). As a reaction SMILES: CC(C)[CH2:3][O:4]CC1OC1.N1CCCC1.C[CH:16]([CH3:28])[CH2:17][O:18][CH2:19][CH:20]([OH:27])[CH2:21][N:22]1[CH2:26][CH2:25][CH2:24][CH2:23]1>C(O)C>[CH3:3][O:4][CH:16]([CH3:28])[CH2:17][O:18][CH2:19][CH:20]([OH:27])[CH2:21][N:22]1[CH2:23][CH2:24][CH2:25][CH2:26]1. Reported procedure: 20 g. 1-(2-Methylpropoxy)-2,3-epoxypropane are dissolved in 40 ml. ethanol and the solution is warmed to 55° C. Subsequently, in the course of an hour and while stirring, there is added dropwise a solution of 13 g. pyrrolidine in 25 ml. ethanol. The temperature should thereby not increase above 70° C. After completion of the addition, stirring is continued for 1 hour at 70° C., the reaction mixture is then evaporated and the residue is distilled in a vacuum. There are obtained 35 g. 3-(2-methylp...